From a dataset of the Open Reaction Database (ORD), a public repository of structured organic reaction records. describe an organic reaction: reactants, conditions, products, and yield Reactants: C(C)OC1=CC(=C(C=C1)C)[N+](=O)[O-] (4-ethoxy-1-methyl-2-nitrobenzene), BrN1C(CCC1=O)=O (N-bromosuccinimide), N(=NC(C#N)(C)C)C(C#N)(C)C (2,2′-azobisisobutyronitrile). The solvent is C(C)(=O)OCC (ethyl acetate). Conditions: temperature 90 celsius, time 8 hour. Yields the product BrCC1=C(C=C(C=C1)OCC)[N+](=O)[O-] (1-(bromomethyl)-4-ethoxy-2-nitrobenzene). Yield: 66.7%. Reaction SMILES: [CH2:1]([O:3][C:4]1[CH:9]=[CH:8][C:7]([CH3:10])=[C:6]([N+:11]([O-:13])=[O:12])[CH:5]=1)[CH3:2].[Br:14]N1C(=O)CCC1=O.N(C(C)(C)C#N)=NC(C)(C)C#N>C(OCC)(=O)C>[Br:14][CH2:10][C:7]1[CH:8]=[CH:9][C:4]([O:3][CH2:1][CH3:2])=[CH:5][C:6]=1[N+:11]([O-:13])=[O:12]. Procedure details: A mixture of 4-ethoxy-1-methyl-2-nitrobenzene (11.8 g), N-bromosuccinimide (17.4 g), 2,2′-azobisisobutyronitrile (1.07 g) and ethyl acetate (300 mL) was stirred under an argon atmosphere at 90° C. overnight. The solvent was evaporated under reduced pressure, and the residue was diluted with diethyl ether, and the mixture was washed three times with water. The separated organic layer was washed with saturated brine, and dried over anhydrous magnesium sulfate, and the solvent was evaporated under ... Reactants: C(C)N1C=2C=CC(=CC2C=2C3=C(C=CC12)C=CC=C3)C (7-Ethyl-10-methyl-7H-benzo[c]carbazole), CH2Cl2 petroleum ether, CC=1C=C2C3=CC=C4C(=C3NC2=CC1)C=CC=C4 (8-methyl-11H-benzo[a]carbazole). Product: C(C)N1C2=CC=C(C=C2C2=CC=C3C(=C12)C=CC=C3)C (11-ethyl-8-methyl-11H-benzo[a]carbazole). Yield: 76.2%. RXN SMILES: [CH2:1]([N:3]1[C:15]2[CH:14]=[CH:13][C:12]3[CH:16]=[CH:17][CH:18]=[CH:19][C:11]=3[C:10]=2[C:9]2[CH:8]=[C:7]([CH3:20])[CH:6]=[CH:5][C:4]1=2)[CH3:2].CC1C=C2C(=CC=1)NC1C2=CC=C2C=CC=CC2=1>>[CH2:1]([N:3]1[C:15]2[C:10](=[CH:11][CH:19]=[C:18]3[CH:17]=[CH:16][CH:12]=[CH:13][C:14]3=2)[C:9]2[C:4]1=[CH:5][CH:6]=[C:7]([CH3:20])[CH:8]=2)[CH3:2]. Procedure details: Using the procedure outlined in 34A, 8-methyl-11H-benzo[a]carbazole gave a 76.2% yield of 11-ethyl-8-methyl-11H-benzo[a]carbazole, mp 111°-114°, (CH2Cl2 /petroleum ether), (C,H,N) Reactants: C1(=CC=C(C=C1)S(=O)(=O)[O-])C.[NH+]1=CC=CC=C1 (Pyridinium p-toluenesulfonate), C(C)(=O)OC\1C(CCC(CC(=O)OC(C(/C=C1)C)\C(=C\C=C\C(CC1C(C(C(CC)OC(C)OCC)C)O1)C)\C)OC(COCC)=O)(C)OC(C)OCC ((8E,12E,14E)-7-acetoxy-3-ethoxyacetoxy-6,21-bis(1-ethoxyethoxy)-6,10,12,16,20-pentamethyl-18,19-epoxytricosa-8,12,14-trien-11-olide). Run in CO (methanol), C(C)(=O)OCC (ethyl acetate). Run at time 15 hour. Product: C(C)(=O)OC\1C(CCC(CC(=O)OC(C(/C=C1)C)\C(=C\C=C\C(CC1C(C(C(CC)O)C)O1)C)\C)OC(COCC)=O)(C)O ((8E,12E,14E)-7-Acetoxy-3-ethoxyacetoxy-6,21-dihydroxy-6,10,12,16,20-pentamethyl-18,19-epoxytricosa-8,12,14-trien-11-olide). The yield is 35.0%. As a reaction SMILES: C1(C)C=CC(S([O-])(=O)=O)=CC=1.[NH+]1C=CC=CC=1.[C:18]([O:21][CH:22]1[C:23]([O:66]C(OCC)C)([CH3:65])[CH2:24][CH2:25][CH:26]([O:58][C:59](=[O:64])[CH2:60][O:61][CH2:62][CH3:63])[CH2:27][C:28]([O:30][CH:31](/[C:36](/[CH3:57])=[CH:37]/[CH:38]=[CH:39]/[CH:40]([CH3:56])[CH2:41][CH:42]2[O:55][CH:43]2[CH:44]([CH3:54])[CH:45]([O:48]C(OCC)C)[CH2:46][CH3:47])[CH:32]([CH3:35])[CH:33]=[CH:34]1)=[O:29])(=[O:20])[CH3:19]>CO.C(OCC)(=O)C>[C:18]([O:21][CH:22]1[C:23]([OH:66])([CH3:65])[CH2:24][CH2:25][CH:26]([O:58][C:59](=[O:64])[CH2:60][O:61][CH2:62][CH3:63])[CH2:27][C:28]([O:30][CH:31](/[C:36](/[CH3:57])=[CH:37]/[CH:38]=[CH:39]/[CH:40]([CH3:56])[CH2:41][CH:42]2[O:55][CH:43]2[CH:44]([CH3:54])[CH:45]([OH:48])[CH2:46][CH3:47])[CH:32]([CH3:35])[CH:33]=[CH:34]1)=[O:29])(=[O:20])[CH3:19] |f:0.1|. Reported procedure: Pyridinium p-toluenesulfonate (9.8 mg, 0.039 mmol) was added to a solution of (8E,12E,14E)-7-acetoxy-3-ethoxyacetoxy-6,21-bis(1-ethoxyethoxy)-6,10,12,16,20-pentamethyl-18,19-epoxytricosa-8,12,14-trien-11-olide (6.0 mg, 0.0078 mmol) in methanol (1.0 mL) at room temperature, followed by stirring at the same temperature for 15 hours. The reaction mixture was diluted with 15 mL of ethyl acetate, washed with brine, dried over anhydrous magnesium sulfate and evaporated. The resulting crude product was... Reactants: CCO, [H][H], Cc1ccc([N+](=O)[O-])cc1N1C(=O)c2ccc(C(F)(F)F)cc2C1=O. The product is Cc1ccc(N)cc1N1C(=O)c2ccc(C(F)(F)F)cc2C1=O. Reaction SMILES: [CH3:28][CH2:29][OH:30].[H:26][H:27].[N+:1]([O-:2])(=[O:3])[c:4]1[cH:5][c:6]([N:11]2[C:12](=[O:25])[c:13]3[c:14]([cH:17][c:18]([C:21]([F:22])([F:23])[F:24])[cH:19][cH:20]3)[C:15]2=[O:16])[c:7]([CH3:10])[cH:8][cH:9]1>>[NH2:1][c:4]1[cH:5][c:6]([N:11]2[C:12](=[O:25])[c:13]3[c:14]([cH:17][c:18]([C:21]([F:22])([F:23])[F:24])[cH:19][cH:20]3)[C:15]2=[O:16])[c:7]([CH3:10])[cH:8][cH:9]1. The reactants are CCCc1nc2c(C)cc(C(=O)O)cc2n1Cc1ccc2c(c1)CCc1ccccc1C2=CC#N, ClCCl, NN, O. Product: CCCc1nc2c(C)cc(C(=O)NN)cc2n1Cc1ccc2c(c1)CCc1ccccc1C2=CC#N. RXN SMILES: [C:1]([OH:2])(=[O:3])[c:4]1[cH:5][c:6]([CH3:35])[c:7]2[c:8]([n:9]([CH2:15][c:16]3[cH:17][c:18]4[c:19]([cH:32][cH:33]3)[C:20](=[CH:29][C:30]#[N:31])[c:21]3[c:22]([cH:25][cH:26][cH:27][cH:28]3)[CH2:23][CH2:24]4)[c:10]([CH2:12][CH2:13][CH3:14])[n:11]2)[cH:34]1.[Cl:39][CH2:40][Cl:41].[NH2:37][NH2:38].[OH2:36]>>[C:1]([c:4]1[cH:5][c:6]([CH3:35])[c:7]2[c:8]([n:9]([CH2:15][c:16]3[cH:17][c:18]4[c:19]([cH:32][cH:33]3)[C:20](=[CH:29][C:30]#[N:31])[c:21]3[c:22]([cH:25][cH:26][cH:27][cH:28]3)[CH2:23][CH2:24]4)[c:10]([CH2:12][CH2:13][CH3:14])[n:11]2)[cH:34]1)(=[O:36])[NH:37][NH2:38]. Starting materials: N1N=C(C2=CC=CC=C12)C(=O)O (1H-indazole-3-carboxylic acid), O (water), C[NH2+]C.ON1N=NC2=C1C=CC=C2 (1-hydroxybenzotriazole dimethylammonium salt), Cl.C(C)N=C=NCCCN(C)C (1-ethyl-3-(3-dimethylaminopropyl)carbodiimide hydrochloride). Solvent: C1CCOC1 (THF). Run at time 8 hour. Yields the product CN(C(=O)C1=NNC2=CC=CC=C12)C (N,N-dimethyl-1H-indazole-3-carboxamide). Yield: 71.4%. Reaction SMILES: [NH:1]1[C:9]2[C:4](=[CH:5][CH:6]=[CH:7][CH:8]=2)[C:3]([C:10]([OH:12])=O)=[N:2]1.[CH3:13][NH2+:14][CH3:15].ON1C2C=CC=CC=2N=N1.Cl.C(N=C=NCCCN(C)C)C.O>C1COCC1>[CH3:13][N:14]([CH3:15])[C:10]([C:3]1[C:4]2[C:9](=[CH:8][CH:7]=[CH:6][CH:5]=2)[NH:1][N:2]=1)=[O:12] |f:1.2,3.4|. Procedure: 1H-indazole-3-carboxylic acid (45.2 g, 279 mmol) was suspended in THF (500 mL), and to the suspension were added 1-hydroxybenzotriazole dimethylammonium salt (55.7 g, 308 mmol) obtained in a similar manner to the known method [for example, Synthesis, page 285 (1992)] and 1-ethyl-3-(3-dimethylaminopropyl)carbodiimide hydrochloride (58.9 g, 307 mmol), followed by stirring at room temperature overnight. The reaction mixture was added with water, was extracted with ethyl acetate, and the organic lay...